This data is from the Open Reaction Database (ORD), a public repository of structured organic reaction records. The task is: describe an organic reaction: reactants, conditions, products, and yield Reactants: CS(=O)(=O)C(=C1CN(C(c2ccc(Cl)cc2)c2ccc(CCl)cc2)C1)c1cc(F)cc(F)c1, ClCCl, O=C1CNCCN1. Yields the product CS(=O)(=O)C(=C1CN(C(c2ccc(Cl)cc2)c2ccc(CN3CCNC(=O)C3)cc2)C1)c1cc(F)cc(F)c1. Reaction SMILES: [Cl:1][CH2:2][c:3]1[cH:4][cH:5][c:6]([CH:9]([N:10]2[CH2:11][C:12](=[C:14]([S:15](=[O:16])(=[O:17])[CH3:18])[c:19]3[cH:20][c:21]([F:26])[cH:22][c:23]([F:25])[cH:24]3)[CH2:13]2)[c:27]2[cH:28][cH:29][c:30]([Cl:33])[cH:31][cH:32]2)[cH:7][cH:8]1.[Cl:41][CH2:42][Cl:43].[NH:34]1[C:35](=[O:40])[CH2:36][NH:37][CH2:38][CH2:39]1>>[CH2:2]([c:3]1[cH:4][cH:5][c:6]([CH:9]([N:10]2[CH2:11][C:12](=[C:14]([S:15](=[O:16])(=[O:17])[CH3:18])[c:19]3[cH:20][c:21]([F:26])[cH:22][c:23]([F:25])[cH:24]3)[CH2:13]2)[c:27]2[cH:28][cH:29][c:30]([Cl:33])[cH:31][cH:32]2)[cH:7][cH:8]1)[N:37]1[CH2:36][C:35](=[O:40])[NH:34][CH2:39][CH2:38]1.